From a dataset of the Open Reaction Database (ORD), a public repository of structured organic reaction records. describe an organic reaction: reactants, conditions, products, and yield Starting materials: C(C)(C)SC=1SC(=NN1)S(=O)(=O)C(C)C (2-isopropylthio-5-isopropylsulfonyl-1,3,4-thiadiazole), ClC1=CC(=CC=C1)C(=O)OO (m-chloroperbenzoic acid). Solvent: ClCCl (dichloromethane), ClCCl (dichloromethane). Product: C(C)(C)S(=O)C=1SC(=NN1)S(=O)(=O)C(C)C (2-Isopropylsulfinyl-5-isopropylsulfonyl-1,3,4-thiadiazole). Reaction SMILES: [CH:1]([S:4][C:5]1[S:6][C:7]([S:10]([CH:13]([CH3:15])[CH3:14])(=[O:12])=[O:11])=[N:8][N:9]=1)([CH3:3])[CH3:2].ClC1C=CC=C(C(OO)=[O:24])C=1>ClCCl>[CH:1]([S:4]([C:5]1[S:6][C:7]([S:10]([CH:13]([CH3:15])[CH3:14])(=[O:12])=[O:11])=[N:8][N:9]=1)=[O:24])([CH3:3])[CH3:2]. Reported procedure: 13.3 g 2-isopropylthio-5-isopropylsulfonyl-1,3,4-thiadiazole are dissolved in 50 ml dichloromethane and to the solution is added drop by drop at 10° to 15° C. under agitation and cooling a solution of 8.63 g m-chloroperbenzoic acid in 200 ml dichloromethane. The reaction mixture is stirred for another thirty minutes, then extracted with aqueous soda ash solution for removing the m-chlorobenzoic acid, the organic phase is separated and dried with magnesium sulfate. After distilling off the solven... Starting materials: ClC1=C(C=C(C=C1Cl)Cl)B(O)O (2,3,5-trichlorobenzeneboronic acid), NC1=NC(=CN=C1Br)Cl (2-amino-3-bromo-6 chloropyrazine), tetrakis(triphenylphospine)palladium(O), C([O-])([O-])=O.[Na+].[Na+] (sodium carbonate). Solvent: C(C)O (ethanol), C1=CC=CC=C1 (benzene). The product is NC1=NC(=CN=C1C1=C(C(=CC(=C1)Cl)Cl)Cl)Cl (2-Amino-6-chloro-3-(2,3,5-trichlorophenyl)pyrazine). RXN SMILES: [Cl:1][C:2]1[C:7]([Cl:8])=[CH:6][C:5]([Cl:9])=[CH:4][C:3]=1B(O)O.[NH2:13][C:14]1[C:19](Br)=[N:18][CH:17]=[C:16]([Cl:21])[N:15]=1.C(=O)([O-])[O-].[Na+].[Na+]>C(O)C.C1C=CC=CC=1>[NH2:13][C:14]1[C:19]([C:3]2[CH:4]=[C:5]([Cl:9])[CH:6]=[C:7]([Cl:8])[C:2]=2[Cl:1])=[N:18][CH:17]=[C:16]([Cl:21])[N:15]=1 |f:2.3.4|. Reported procedure: A solution of 2,3,5-trichlorobenzeneboronic acid (1.62 g, 7.18×10−3 mole) in absolute ethanol (2.05 ml) was added slowly to a mixture of 2-amino-3-bromo-6 chloropyrazine (1 g, 5.1×10−3 mole) and tetrakis(triphenylphospine)palladium(O) (0.334 g, 2.89×10−4 mole) in benzene (10.20 ml)/2M aqueous sodium carbonate (5.50 ml). The mixture was refluxed for 17 hrs. The cooled reaction mixture was evaporated in vacuo and then extracted with chloroform (50 ml). The chloroform layer was washed with water (2... Reactants: C(C1=CC=CC=C1)N([C@@H](COC(C(C(C(F)(F)F)OC1OCCCC1)NC(=O)OCC1=CC=CC=C1)=O)C(=O)O)C(C(F)(F)F)=O (benzyl N-trifluoroacetyl-O-[2-benzyloxycarbonylamino-3-(2-tetrahydropyranyloxy)-4,4,4-trifluoro-1-oxobutyl]-L-serine), O.C1(=CC=C(C=C1)S(=O)(=O)O)C (p-toluenesulfonic acid monohydrate). The solvent is CO (methanol). Yields the product NC(C(=O)OC[C@H](NC(C(F)(F)F)=O)C(=O)O)C(C(F)(F)F)O (O-(2-amino-3-hydroxy-4,4,4-trifluoro-1-oxobutyl)-N-trifluoroacetyl-L-serine). The yield is 94.0%. RXN SMILES: C([N:8]([C:41](=[O:46])[C:42]([F:45])([F:44])[F:43])[C@H:9]([C:38]([OH:40])=[O:39])[CH2:10][O:11][C:12](=[O:37])[CH:13]([NH:26]C(OCC1C=CC=CC=1)=O)[CH:14]([O:19]C1CCCCO1)[C:15]([F:18])([F:17])[F:16])C1C=CC=CC=1.O.C1(C)C=CC(S(O)(=O)=O)=CC=1>CO>[NH2:26][CH:13]([CH:14]([OH:19])[C:15]([F:16])([F:17])[F:18])[C:12]([O:11][CH2:10][C@@H:9]([C:38]([OH:40])=[O:39])[NH:8][C:41](=[O:46])[C:42]([F:44])([F:43])[F:45])=[O:37] |f:1.2|. Procedure details: A solution of benzyl N-trifluoroacetyl-O-[2-benzyloxycarbonylamino-3-(2-tetrahydropyranyloxy)-4,4,4-trifluoro-1-oxobutyl]-L-serine (1.36 g) and p-toluenesulfonic acid monohydrate (39 mg) in methanol (14 ml) was stirred overnight. The solvent was distilled off and the residue was diluted with ethyl acetate and washed successively with 10% aqueous sodium hydrogen carbonate and brine. After drying over sodium sulfate, the ethyl acetate extract was filtered and concentrated. The residue was dissolve... Reactants: CCOC(=O)CBr, [H-], O=[N+]([O-])c1cccc(N2CCNCC2)c1, [Na+], CN(C)C=O, O. The product is CCOC(=O)CN1CCN(c2cccc([N+](=O)[O-])c2)CC1. As a reaction SMILES: [Br:18][CH2:19][C:20](=[O:21])[O:22][CH2:23][CH3:24].[H-:16].[N+:1](=[O:2])([O-:3])[c:4]1[cH:5][c:6]([N:10]2[CH2:11][CH2:12][NH:13][CH2:14][CH2:15]2)[cH:7][cH:8][cH:9]1.[Na+:17].[O:26]=[CH:27][N:28]([CH3:29])[CH3:30].[OH2:25]>>[N+:1](=[O:2])([O-:3])[c:4]1[cH:5][c:6]([N:10]2[CH2:11][CH2:12][N:13]([CH2:19][C:20](=[O:21])[O:22][CH2:23][CH3:24])[CH2:14][CH2:15]2)[cH:7][cH:8][cH:9]1. The reactants are FC1=CC(=C(C=C1)NC1=C(C=NC=2N1N=CC2C(=O)O)C(=O)N2CCC(CC2)(C2=CC=CC=C2)F)C (7-(4-Fluoro-2-methylphenylamino)-6-(4-fluoro-4-phenylpiperidine-1-carbonyl)pyrazolo[1,5-a]pyrimidine-3-carboxylic acid), C(C)S(=O)(=O)N (ethanesulfonamide). Product: FC1=CC(=C(C=C1)NC1=C(C=NC=2N1N=CC2C(=O)NS(=O)(=O)CC)C(=O)N2CCC(CC2)(C2=CC=CC=C2)F)C (N-[7-(4-Fluoro-2-methylphenylamino)-6-(4-fluoro-4-phenylpiperidine-1-carbonyl)pyrazolo[1,5-a]pyrimidine-3-carbonyl]ethanesulfonamide). Yield: 28.9%. RXN SMILES: [F:1][C:2]1[CH:7]=[CH:6][C:5]([NH:8][C:9]2[N:14]3[N:15]=[CH:16][C:17]([C:18](O)=[O:19])=[C:13]3[N:12]=[CH:11][C:10]=2[C:21]([N:23]2[CH2:28][CH2:27][C:26]([F:35])([C:29]3[CH:34]=[CH:33][CH:32]=[CH:31][CH:30]=3)[CH2:25][CH2:24]2)=[O:22])=[C:4]([CH3:36])[CH:3]=1.[CH2:37]([S:39]([NH2:42])(=[O:41])=[O:40])[CH3:38]>>[F:1][C:2]1[CH:7]=[CH:6][C:5]([NH:8][C:9]2[N:14]3[N:15]=[CH:16][C:17]([C:18]([NH:42][S:39]([CH2:37][CH3:38])(=[O:41])=[O:40])=[O:19])=[C:13]3[N:12]=[CH:11][C:10]=2[C:21]([N:23]2[CH2:28][CH2:27][C:26]([F:35])([C:29]3[CH:30]=[CH:31][CH:32]=[CH:33][CH:34]=3)[CH2:25][CH2:24]2)=[O:22])=[C:4]([CH3:36])[CH:3]=1. Procedure details: In the same manner as in Example 1, step 6 and using 7-(4-fluoro-2-methylphenylamino)-6-(4-fluoro-4-phenylpiperidine-1-carbonyl)pyrazolo[1,5-a]pyrimidine-3-carboxylic acid (95 mg, 0.19 mmol) obtained in step 4 and ethanesulfonamide (100 mg, 0.95 mmol), the title compound (32 mg, 29%) was obtained. The reactants are ClC(C1=CC(=C(C(=N1)C(F)(F)F)C(=O)OCC)O)(F)F (Ethyl 6-(chlorodifluoromethyl)-4-hydroxy-2-(trifluoromethyl)-3-pyridinecarboxylate), [OH-].[K+] (KOH), N1=C(C=CC=C1C)C (2,6 -lutidine), O=P(Cl)(Cl)Cl (POCl3), Cl (HCl). Solvent: C(C)O (ethanol), O (water), O (water). Conditions: time 72 hour. The product is ClC1=C(C(=NC(=C1)C(F)(F)Cl)C(F)(F)F)C(=O)OC (Methyl 4-chloro-6-(chlorodifluoromethyl)-2-(trifluoromethyl)-3-pyridinecarboxylate). The yield is 68.3%. RXN SMILES: [Cl:1][C:2]([F:20])([F:19])[C:3]1[N:8]=[C:7]([C:9]([F:12])([F:11])[F:10])[C:6]([C:13]([O:15][CH2:16]C)=[O:14])=[C:5](O)[CH:4]=1.[OH-].[K+].Cl.N1C(C)=CC=CC=1C.O=P(Cl)(Cl)[Cl:34]>C(O)C.O>[Cl:34][C:5]1[CH:4]=[C:3]([C:2]([Cl:1])([F:20])[F:19])[N:8]=[C:7]([C:9]([F:12])([F:11])[F:10])[C:6]=1[C:13]([O:15][CH3:16])=[O:14] |f:1.2|. Reported procedure: A mixture of 5.0 g (0.016 mol) of product of Example 5, 8.38 g (0.154 mol) of KOH, 45 ml of water in 100 ml of ethanol were refluxed for 16 hours. The reaction mixture was poured into 250 ml of water containing 50 ml of HCl, extracted with ether, dried (MgSO4) and concentrated in vacuo to 3.35 g of solid. Then 45 ml of SOCl2 was added to the solid and this was refluxed for 2 hours. Reaction mixture was concentrated in vacuo and 45 ml of methanol was added to the residue and refluxed for 16 hours... Starting materials: CCCCCCCCCCOc1cc(-c2ccccc2)c(OCOCCOC)c(-c2ccccc2)c1, ClCCl. Yields the product CCCCCCCCCCOc1cc(-c2ccccc2)c(O)c(-c2ccccc2)c1. As a reaction SMILES: [CH2:1]([CH2:2][CH2:3][CH2:4][CH2:5][CH2:6][CH2:7][CH2:8][CH2:9][CH3:10])[O:11][c:12]1[cH:13][c:14](-[c:31]2[cH:32][cH:33][cH:34][cH:35][cH:36]2)[c:15]([O:24][CH2:25][O:26][CH2:27][CH2:28][O:29][CH3:30])[c:16](-[c:18]2[cH:19][cH:20][cH:21][cH:22][cH:23]2)[cH:17]1.[CH2:37]([Cl:38])[Cl:39]>>[CH2:1]([CH2:2][CH2:3][CH2:4][CH2:5][CH2:6][CH2:7][CH2:8][CH2:9][CH3:10])[O:11][c:12]1[cH:13][c:14](-[c:31]2[cH:32][cH:33][cH:34][cH:35][cH:36]2)[c:15]([OH:24])[c:16](-[c:18]2[cH:19][cH:20][cH:21][cH:22][cH:23]2)[cH:17]1. The reactants are NC1=CC=C(C=C1)C (p-toluidine), C(C)(=O)OC(C)=O (Acetic anhydride). The solvent is hexanes. Product: CC1=CC=C(C=C1)NC(C)=O (N-(4-Methylphenyl)acetamide). Isolated yield 96.8%. RXN SMILES: [NH2:1][C:2]1[CH:7]=[CH:6][C:5]([CH3:8])=[CH:4][CH:3]=1.[C:9](OC(=O)C)(=[O:11])[CH3:10]>>[CH3:8][C:5]1[CH:6]=[CH:7][C:2]([NH:1][C:9](=[O:11])[CH3:10])=[CH:3][CH:4]=1. Reported procedure: Into three neck round bottom flask (5 L) equipped with a mechanical stirrer, a condenser, and an addition funnel, were added p-toluidine (995 grams, 9.3 mol) and hexanes (1.6 L). Acetic anhydride (960 mL, 10.2 mol) was added dropwise for 2 hour enough to reflux. Then it was refluxed for 1 hour and cooled to room temperature to give a brown solid. This was collected by suction filtration, transferred into a beaker, and washed with water (2 L) for 30 minutes. The filtration and washing procedures ...